This data is from the Open Reaction Database (ORD), a public repository of structured organic reaction records. The task is: describe an organic reaction: reactants, conditions, products, and yield Starting materials: COC([C@H](N1C(N(C2=CC=CC=C2C1=O)CC1=CN(C2=CC=CC(=C12)C)C)=O)C1CCCCC1)=O ((R)-cyclohexyl-[1-(1,4-dimethyl-1H-indol-3-ylmethyl)-2,4-dioxo-1,4-dihydro-2H-quinazolin-3-yl]-acetic acid methyl ester), LiOH monohydrate. The solvent is O1CCOCC1 (dioxane), O (H2O). Conditions: temperature 60 celsius, time 16 hour. Yields the product C1(CCCCC1)[C@H](C(=O)O)N1C(N(C2=CC=CC=C2C1=O)CC1=CN(C2=CC=CC(=C12)C)C)=O ((R)-Cyclohexyl-[1-(1,4-dimethyl-1H-indol-3-ylmethyl)-2,4-dioxo-1,4-dihydro-2H-quinazolin-3-yl]-acetic acid). Reaction SMILES: C[O:2][C:3](=[O:35])[C@@H:4]([CH:29]1[CH2:34][CH2:33][CH2:32][CH2:31][CH2:30]1)[N:5]1[C:14](=[O:15])[C:13]2[C:8](=[CH:9][CH:10]=[CH:11][CH:12]=2)[N:7]([CH2:16][C:17]2[C:25]3[C:20](=[CH:21][CH:22]=[CH:23][C:24]=3[CH3:26])[N:19]([CH3:27])[CH:18]=2)[C:6]1=[O:28]>O1CCOCC1.O>[CH:29]1([C@@H:4]([N:5]2[C:14](=[O:15])[C:13]3[C:8](=[CH:9][CH:10]=[CH:11][CH:12]=3)[N:7]([CH2:16][C:17]3[C:25]4[C:20](=[CH:21][CH:22]=[CH:23][C:24]=4[CH3:26])[N:19]([CH3:27])[CH:18]=3)[C:6]2=[O:28])[C:3]([OH:35])=[O:2])[CH2:34][CH2:33][CH2:32][CH2:31][CH2:30]1. Reported procedure: To a solution of (R)-cyclohexyl-[1-(1,4-dimethyl-1H-indol-3-ylmethyl)-2,4-dioxo-1,4-dihydro-2H-quinazolin-3-yl]-acetic acid methyl ester (124 mg, 0.26 mmol) in dioxane (2.5 ml) is added a solution of LiOH monohydrate (25 mg, 0.60 mmol) in H2O (2.5 mL). The solution is stirred at 60° C. for 16 hours. The reaction mixture is allowed to cool to room temperature, quenched with 4M HCl in dioxane (500 μL) and is concentrated. The resulting residue is purified by flash chromatography with 3.5% MeOH in ... Reaction SMILES: [CH2:1]([CH3:2])[O:3][C:4](=[O:5])[C:6]1([S:16](=[O:17])(=[O:18])[c:19]2[cH:20][cH:21][c:22]([O:25][CH3:26])[cH:23][cH:24]2)[CH2:7][CH2:8][N:9]([CH2:12][CH2:13][CH2:14][CH3:15])[CH2:10][CH2:11]1.[CH3:27][OH:28].[Na+:30].[OH-:29]>>[O:3]=[C:4]([OH:5])[C:6]1([S:16](=[O:17])(=[O:18])[c:19]2[cH:20][cH:21][c:22]([O:25][CH3:26])[cH:23][cH:24]2)[CH2:7][CH2:8][N:9]([CH2:12][CH2:13][CH2:14][CH3:15])[CH2:10][CH2:11]1. Product: CCCCN1CCC(C(=O)O)(S(=O)(=O)c2ccc(OC)cc2)CC1. The reactants are CCCCN1CCC(C(=O)OCC)(S(=O)(=O)c2ccc(OC)cc2)CC1, CO, [Na+], [OH-]. Reactants: [Si](C)(C)(C(C)(C)C)OCCCCCCNC1CCCCC1 (N-(6-((tert-butyldimethylsilyl)oxy)hexyl)cyclohexanamine), N(=C=O)C(C)(C)C (2-isocyanato-2-methylpropane). Run in O1CCCC1 (tetrahydrofuran). Reaction conditions: time 2 hour. Product: C(C)(C)(C)NC(N(C1CCCCC1)CCCCCCO[Si](C)(C)C(C)(C)C)=O (3-(tert-butyl)-1-(6-((tert-butyldimethylsilyl)oxy)hexyl)-1-cyclohexylurea). The yield is 114.0%. As a reaction SMILES: [Si:1]([O:8][CH2:9][CH2:10][CH2:11][CH2:12][CH2:13][CH2:14][NH:15][CH:16]1[CH2:21][CH2:20][CH2:19][CH2:18][CH2:17]1)([C:4]([CH3:7])([CH3:6])[CH3:5])([CH3:3])[CH3:2].[N:22]([C:25]([CH3:28])([CH3:27])[CH3:26])=[C:23]=[O:24]>O1CCCC1>[C:25]([NH:22][C:23](=[O:24])[N:15]([CH2:14][CH2:13][CH2:12][CH2:11][CH2:10][CH2:9][O:8][Si:1]([C:4]([CH3:7])([CH3:6])[CH3:5])([CH3:3])[CH3:2])[CH:16]1[CH2:17][CH2:18][CH2:19][CH2:20][CH2:21]1)([CH3:28])([CH3:27])[CH3:26]. Procedure: To a solution of N-(6-((tert-butyldimethylsilyl)oxy)hexyl)cyclohexanamine (330 mg, 1.05 mmol) in tetrahydrofuran (5 mL) at 0° C. was added 2-isocyanato-2-methylpropane (0.14 mL, 1.16 mmol). The mixture was stirred for 2 hours before it was quenched with methanol, and concentrated. Purification on silica gel with ethyl acetate: hexanes from 0:1 to 1:9 provided desired product as a clear oil (494.1 mg, 114%). 1H NMR (300 MHz, CDCl3): δ 4.11 (s, 1H), 3.99-3.84 (m, 1H), 3.56 (t, J=6.4 Hz, 2H), 2.92 ... The reactants are Cc1ccc(S(=O)(=O)OCCc2nc(-c3cccc(Br)c3)oc2C)cc1, CCOC(=O)C(C)(Cc1ccc(O)cc1)Oc1ccccc1, CCOC(C)=O. Product: CCOC(=O)C(C)(Cc1ccc(OCCc2nc(-c3cccc(Br)c3)oc2C)cc1)Oc1ccccc1. RXN SMILES: [Br:23][c:24]1[cH:25][c:26](-[c:30]2[o:31][c:32]([CH3:48])[c:33]([CH2:35][CH2:36][O:37][S:38]([c:39]3[cH:40][cH:41][c:42]([CH3:43])[cH:44][cH:45]3)(=[O:46])=[O:47])[n:34]2)[cH:27][cH:28][cH:29]1.[CH2:1]([CH3:2])[O:3][C:4]([C:5]([CH2:6][c:7]1[cH:8][cH:9][c:10]([OH:13])[cH:11][cH:12]1)([O:14][c:15]1[cH:16][cH:17][cH:18][cH:19][cH:20]1)[CH3:21])=[O:22].[CH3:49][CH2:50][O:51][C:52]([CH3:53])=[O:54]>>[CH2:1]([CH3:2])[O:3][C:4]([C:5]([CH2:6][c:7]1[cH:8][cH:9][c:10]([O:13][CH2:36][CH2:35][c:33]2[c:32]([CH3:48])[o:31][c:30](-[c:26]3[cH:25][c:24]([Br:23])[cH:29][cH:28][cH:27]3)[n:34]2)[cH:11][cH:12]1)([O:14][c:15]1[cH:16][cH:17][cH:18][cH:19][cH:20]1)[CH3:21])=[O:22]. Starting materials: CCOC(=O)CBr, Cc1cnc(Cl)nc1N(C)CCCOc1ccc2[nH]ccc2c1, [H-], [Na+], CN(C)C=O, O. Yields the product CCOC(=O)Cn1ccc2cc(OCCCN(C)c3nc(Cl)ncc3C)ccc21. As a reaction SMILES: [Br:26][CH2:27][C:28](=[O:29])[O:30][CH2:31][CH3:32].[Cl:1][c:2]1[n:3][cH:4][c:5]([CH3:23])[c:6]([N:8]([CH3:9])[CH2:10][CH2:11][CH2:12][O:13][c:14]2[cH:15][c:16]3[cH:17][cH:18][nH:19][c:20]3[cH:21][cH:22]2)[n:7]1.[H-:24].[Na+:25].[O:33]=[CH:34][N:35]([CH3:36])[CH3:37].[OH2:38]>>[Cl:1][c:2]1[n:3][cH:4][c:5]([CH3:23])[c:6]([N:8]([CH3:9])[CH2:10][CH2:11][CH2:12][O:13][c:14]2[cH:15][c:16]3[cH:17][cH:18][n:19]([CH2:27][C:28](=[O:29])[O:30][CH2:31][CH3:32])[c:20]3[cH:21][cH:22]2)[n:7]1. The reactants are O (water), C(C)OC(C(CCC)CN1C(NC=2C1=NC=CC2)=O)=O (2-(2-oxo-1,2-dihydro-imidazo[4,5-b]pyridin-3-ylmethyl)-pentanoic acid ethyl ester), [I-].CN1C=C(C2=C(C=CC=C12)C)C[N+](C)(C)C ((1,4-dimethyl-1H-indol-3-ylmethyl)-trimethyl-ammonium iodide), C(=O)([O-])[O-].[K+].[K+] (K2CO3). Solvent: CCOC(=O)C (EtOAc), CN(C)C=O (DMF). Conditions: temperature 60 celsius. The product is C(C)OC(C(CCC)CN1C(N(C=2C1=NC=CC2)CC2=CN(C1=CC=CC(=C21)C)C)=O)=O (2-[1-(1,4-Dimethyl-1H-indol-3-ylmethyl)-2-oxo-1,2-dihydro-imidazo[4,5-b]pyridin-3-ylmethyl]-pentanoic acid ethyl ester). Yield: 108.7%. As a reaction SMILES: [CH2:1]([O:3][C:4](=[O:20])[CH:5]([CH2:9][N:10]1[C:14]2=[N:15][CH:16]=[CH:17][CH:18]=[C:13]2[NH:12][C:11]1=[O:19])[CH2:6][CH2:7][CH3:8])[CH3:2].[I-].[CH3:22][N:23]1[C:31]2[C:26](=[C:27]([CH3:32])[CH:28]=[CH:29][CH:30]=2)[C:25]([CH2:33][N+](C)(C)C)=[CH:24]1.C([O-])([O-])=O.[K+].[K+].O>CN(C=O)C.CCOC(C)=O>[CH2:1]([O:3][C:4](=[O:20])[CH:5]([CH2:9][N:10]1[C:14]2=[N:15][CH:16]=[CH:17][CH:18]=[C:13]2[N:12]([CH2:33][C:25]2[C:26]3[C:31](=[CH:30][CH:29]=[CH:28][C:27]=3[CH3:32])[N:23]([CH3:22])[CH:24]=2)[C:11]1=[O:19])[CH2:6][CH2:7][CH3:8])[CH3:2] |f:1.2,3.4.5|. Procedure details: To a solution of 2-(2-oxo-1,2-dihydro-imidazo[4,5-b]pyridin-3-ylmethyl)-pentanoic acid ethyl ester (50 mg, 0.18 mmol) in DMF (5 ml) were added (1,4-dimethyl-1H-indol-3-ylmethyl)-trimethyl-ammonium iodide (75 mg, 0.22 mmol) and K2CO3 (75 mg, 0.54 mmol) at room temperature under nitrogen atmosphere. The solution was heated to 60° C. for 3 hours. The solution was cooled and poured into water (100 ml) and EtOAc. The layers were separated and the aqueous phase was extracted with EtOAc twice. The comb...